From a dataset of the Open Reaction Database (ORD), a public repository of structured organic reaction records. describe an organic reaction: reactants, conditions, products, and yield Starting materials: Nc1ncnc2c1nc(Br)n2C1CC(O)C(CO)O1, COc1nc2c(N)ncnc2n1C1CCC(CO)O1. Product: Nc1ncnc2c1nc(O)n2C1CCC(CO)O1. Reaction SMILES: [Br:1][c:2]1[n:3]([CH:12]2[O:13][CH:14]([CH2:15][OH:16])[CH:17]([OH:18])[CH2:19]2)[c:4]2[n:5][cH:6][n:7][c:8]([NH2:9])[c:10]2[n:11]1.[CH3:20][O:21][c:22]1[n:23]([CH:24]2[CH2:25][CH2:26][CH:27]([CH2:28][OH:29])[O:30]2)[c:31]2[n:32][cH:33][n:34][c:35]([NH2:38])[c:36]2[n:37]1>>[OH:21][c:22]1[n:23]([CH:24]2[CH2:25][CH2:26][CH:27]([CH2:28][OH:29])[O:30]2)[c:31]2[n:32][cH:33][n:34][c:35]([NH2:38])[c:36]2[n:37]1. Starting materials: C1(=CC=CC=C1)N1N=NC=C1C(=O)N (1-phenyl-1H-1,2,3-triazole-5-carboxamide), CCN(C(C)C)C(C)C (DIPEA), CS(=O)(=O)OS(=O)(=O)C (methanesulfonic anhydride). Solvent: ClCCl (dichloromethane). Reaction conditions: time 8 hour. The product is C1(=CC=CC=C1)N1N=NC=C1C#N (1-phenyl-1H-1,2,3-triazole-5-carbonitrile). As a reaction SMILES: [C:1]1([N:7]2[C:11]([C:12]([NH2:14])=O)=[CH:10][N:9]=[N:8]2)[CH:6]=[CH:5][CH:4]=[CH:3][CH:2]=1.CCN(C(C)C)C(C)C.CS(OS(C)(=O)=O)(=O)=O>ClCCl>[C:1]1([N:7]2[C:11]([C:12]#[N:14])=[CH:10][N:9]=[N:8]2)[CH:2]=[CH:3][CH:4]=[CH:5][CH:6]=1. Procedure: To a solution of 9B (crude product) and DIPEA (1.5 mL, 8.4 mmol) in dichloromethane (10 mL), methanesulfonic anhydride (1.17, 6.7 mmol) was added to the mixture. Then it was stirred for overnight. The organic layer was washed with brine twice. The organic layer was dried with Na2SO4, filtered and concentrated. The crude product was purified by flash column (Rf: 0.6, 15% EtOAc/Hexanes) to provide the desired product. MS (m/z) 171 [M+H]+. Reactants: FC1=C(CNC(=O)C=2C(C(=C(N(C2)CC(OC)OC)C(=O)OC)OC)=O)C=CC(=C1)F (Methyl 5-(2,4-difluorobenzylcarbamoyl)-1-(2,2-dimethoxyethyl)-3-methoxy-4-oxo-1,4-dihydropyridine-2-carboxylate), CS(=O)(=O)O (methanesulfonic acid). The solvent is C(C)#N (acetonitrile), C(C)(=O)O (acetic acid). Reaction conditions: temperature 70 celsius, time 16 hour. The product is FC1=C(CNC(=O)C=2C(C(=C(N(C2)CC(O)O)C(=O)OC)OC)=O)C=CC(=C1)F (methyl 5-(2,4-difluorobenzylcarbamoyl)-1-(2,2-dihydroxyethyl)-3-methoxy-4-oxo-1,4-dihydropyridine-2-carboxy late), 1-C. RXN SMILES: [F:1][C:2]1[CH:30]=[C:29]([F:31])[CH:28]=[CH:27][C:3]=1[CH2:4][NH:5][C:6]([C:8]1[C:9](=[O:26])[C:10]([O:24][CH3:25])=[C:11]([C:20]([O:22][CH3:23])=[O:21])[N:12]([CH2:14][CH:15]([O:18]C)[O:16]C)[CH:13]=1)=[O:7].CS(O)(=O)=O>C(#N)C.C(O)(=O)C>[F:1][C:2]1[CH:30]=[C:29]([F:31])[CH:28]=[CH:27][C:3]=1[CH2:4][NH:5][C:6]([C:8]1[C:9](=[O:26])[C:10]([O:24][CH3:25])=[C:11]([C:20]([O:22][CH3:23])=[O:21])[N:12]([CH2:14][CH:15]([OH:18])[OH:16])[CH:13]=1)=[O:7]. Procedure details: Methyl 5-(2,4-difluorobenzylcarbamoyl)-1-(2,2-dimethoxyethyl)-3-methoxy-4-oxo-1,4-dihydropyridine-2-carboxylate (1-B, 0.106 g, 0.24 mmol) in acetonitrile (0.9 mL) and acetic acid (0.1 mL) was treated with methanesulfonic acid (0.005 mL, 0.072 mmol), sealed with a yellow cap, and heated to 70° C. After 16 hours, the mixture was cooled to afford a crude solution of methyl 5-(2,4-difluorobenzylcarbamoyl)-1-(2,2-dihydroxyethyl)-3-methoxy-4-oxo-1,4-dihydropyridine-2-carboxy late, 1-C. LCMS-ESI+ (m/z)... Reactants: C(CC)C1=CC=C(C=C1)CCC1=CC(=C(C=C1)C1=CC(=C(C(=C1)F)I)F)F (4′-(2-(4-propylphenyl)ethyl)-2′,3,5-trifluoro-4-iodobiphenyl), FC=1C=C(C=CC1I)CCC1=CC=C(C=C1)CCC (3-fluoro-4-iodo-(2-(4-propylphenyl)ethyl)benzene), OB(C1=CC(=C(C=C1)F)F)O (dihydroxy(3,4-difluorophenyl)borane). Product: FC1=C(C=CC(=C1)CCC1=CC=C(C=C1)CCC)C1(C(=C(C=CC1)F)C1=CC(=C(C=C1)F)F)F (2″,2′,6′,3,4-pentafluoro-4″-(2-(4-propylphenyl)ethyl)terphenyl). Reaction SMILES: C(C1C=CC(CCC2C=CC([C:18]3[CH:23]=[C:22]([F:24])[C:21](I)=[C:20]([F:26])[CH:19]=3)=C(F)C=2)=CC=1)CC.[F:28][C:29]1[CH:30]=[C:31]([CH2:36][CH2:37][C:38]2[CH:43]=[CH:42][C:41]([CH2:44][CH2:45][CH3:46])=[CH:40][CH:39]=2)[CH:32]=[CH:33][C:34]=1I.OB(O)[C:49]1[CH:54]=[CH:53][C:52]([F:55])=[C:51]([F:56])[CH:50]=1>>[F:28][C:29]1[CH:30]=[C:31]([CH2:36][CH2:37][C:38]2[CH:43]=[CH:42][C:41]([CH2:44][CH2:45][CH3:46])=[CH:40][CH:39]=2)[CH:32]=[CH:33][C:34]=1[C:20]1([F:26])[CH2:19][CH:18]=[CH:23][C:22]([F:24])=[C:21]1[C:49]1[CH:54]=[CH:53][C:52]([F:55])=[C:51]([F:56])[CH:50]=1. Reported procedure: The same procedures as in the fourth step were repeated with the exception that 4.3 g (8.9 mmol) of the 4′-(2-(4-propylphenyl)ethyl)-2′,3,5-trifluoro-4-iodobiphenyl obtained in the fifth step was used in place of the 3-fluoro-4-iodo-(2-(4-propylphenyl)ethyl)benzene used in the fourth step, and that 2.1 g (13.3 mmol) of dihydroxy(3,4-difluorophenyl)borane was used in place of dihydroxy(3,5-difluorophenyl)borane, to obtain 3.4 g of a crude 2″,2′,6′,3,4-pentafluoro-4″-(2-(4-propylphenyl)ethyl)terph... Reactants: C(=O)(C(F)(F)F)O (TFA), C(C)(C)N(CC)C(C)C (diisopropylethylamine), solution, C(=O)(C(F)(F)F)O (TFA), CC(C)(C)OC(=O)N[C@H](CC1=CNC2=CC=CC=C21)C(=O)O.C(=O)(OCC)[C@@H]1N[C@H](CC1)C(=O)OCC (boc-D-Trp (±) trans-2,5-dicarbethoxypyrrolidine), 0.41, C1(=CC=CC=C1)OC (anisole), C1=CC=C2C(=C1)C(=O)C(C2=O)(O)O (ninhydrin). Run in C(Cl)(Cl)Cl.CO (CHCl3 MeOH), C(Cl)(Cl)Cl.CO (CHCl3 MeOH), C(Cl)Cl (CH2Cl2). Reaction conditions: temperature 0 celsius, time 15 minute. Product: N[C@H](CC1=CNC2=CC=CC=C12)C(=O)N1[C@H](CC[C@@H]1C(=O)OCC)C(=O)OCC (D-tryptophanyl-trans-2,5-dicarbethoxypyrrolidine). The yield is 115.4%. As a reaction SMILES: C(O)(C(F)(F)F)=O.CC(OC([NH:15][C@@H:16]([C:27]([OH:29])=O)[CH2:17][C:18]1[C:26]2[C:21](=[CH:22][CH:23]=[CH:24][CH:25]=2)[NH:20][CH:19]=1)=O)(C)C.[C:30]([C@H:35]1[CH2:39][CH2:38][C@H:37]([C:40]([O:42][CH2:43][CH3:44])=[O:41])[NH:36]1)([O:32][CH2:33][CH3:34])=[O:31].C1(OC)C=CC=CC=1.C1C=C2C(C(O)(O)C(=O)C2=CC=1)=O.C(N(C(C)C)CC)(C)C>C(Cl)Cl.C(Cl)(Cl)Cl.CO>[NH2:15][C@@H:16]([C:27]([N:36]1[C@@H:37]([C:40]([O:42][CH2:43][CH3:44])=[O:41])[CH2:38][CH2:39][C@@H:35]1[C:30]([O:32][CH2:33][CH3:34])=[O:31])=[O:29])[CH2:17][C:18]1[C:26]2[C:21](=[CH:22][CH:23]=[CH:24][CH:25]=2)[NH:20][CH:19]=1 |f:1.2,7.8|. Procedure: A 25% solution of TFA in CH2Cl2 (25 ml) was added at 0° C. to an isomeric mixture 0.94 g (1.9 mmol) of the tryptophan pyrrolidine diester (2) and 0.41 (3.8 mmol) anisole. The reaction mixture was stirred at 0° C. for 15 min and then at room temperature for 2. hr. TLC analysis (93:7, CHCl3 /MeOH) using a ninhydrin indicator showed the complete disappearance of the starting material and the appearance of a new spot near the baseline. Without isolation of this material, the TFA was neutralized by t... Reactants: CC(=O)O, Cl, CCOC(=O)c1cn(C2CC2F)c2c(C)c(F)ccc2c1=O, O. Yields the product Cc1c(F)ccc2c(=O)c(C(=O)O)cn(C3CC3F)c12. RXN SMILES: [CH3:25][C:26](=[O:27])[OH:28].[ClH:23].[F:1][c:2]1[cH:3][cH:4][c:5]2[c:6](=[O:22])[c:7]([C:17](=[O:18])[O:19][CH2:20][CH3:21])[cH:8][n:9]([CH:13]3[CH:14]([F:16])[CH2:15]3)[c:10]2[c:11]1[CH3:12].[OH2:24]>>[F:1][c:2]1[cH:3][cH:4][c:5]2[c:6](=[O:22])[c:7]([C:17](=[O:18])[OH:19])[cH:8][n:9]([CH:13]3[CH:14]([F:16])[CH2:15]3)[c:10]2[c:11]1[CH3:12].